Dataset: the Open Reaction Database (ORD), a public repository of structured organic reaction records. Task: describe an organic reaction: reactants, conditions, products, and yield Reactants: [OH-].[Na+] (NaOH), CN1CC[C@]23C4=C5C=CC(=C4O[C@H]2C(=O)CC[C@H]3[C@H]1C5)OC (hydrocodone), CN1CC[C@]23[C@@H]4[C@H]1CC5=C2C(=C(C=C5)OC)O[C@H]3[C@H](C=C4)O (codeine base), OS(=O)(=O)O (H2SO4), RuCl3. Solvent: CCO (EtOH), O (water), C(C)#N (Acetonitrile), CCO (EtOH). Conditions: temperature 81 celsius. Product: CN1CC[C@]23C4=C5C=CC(=C4O[C@H]2C(=O)CC[C@H]3[C@H]1C5)OC.S(=O)(=O)([O-])[O-] (hydrocodone sulfate). Isolated yield 63.0%. Reaction SMILES: [CH3:1][N:2]1[C@@H:7]2[CH2:8][C:9]3[CH:14]=[CH:13][C:12]([O:15][CH3:16])=[C:11]4[O:17][C@H:18]5[C@@H:19]([OH:22])[CH:20]=[CH:21][C@@H:6]2[C@:5]5([C:10]=34)[CH2:4][CH2:3]1.[OH:23][S:24]([OH:27])(=[O:26])=[O:25].CN1[C@@H]2CC3C=CC(OC)=C4O[C@H]5C(CC[C@@H]2[C@]5(C=34)CC1)=O.[OH-].[Na+]>CCO.C(#N)C.O>[CH3:1][N:2]1[C@@H:7]2[CH2:8][C:9]3[CH:14]=[CH:13][C:12]([O:15][CH3:16])=[C:11]4[O:17][C@H:18]5[C:19]([CH2:20][CH2:21][C@@H:6]2[C@:5]5([C:10]=34)[CH2:4][CH2:3]1)=[O:22].[S:24]([O-:27])([O-:26])(=[O:25])=[O:23] |f:3.4,8.9|. Procedure: A reaction flask was charged with codeine base (10.0 g, 33.4 mmol), water (10 mL), and EtOH (20 mL). The reaction mixture was agitated to form a suspension. The reactor was flushed with nitrogen and the reaction mixture was kept under nitrogen throughout the reaction. The reaction flask was charged with H2SO4 (98%, 1.8 mL, 33.4 mmol) and the catalyst (RuCl3.xH2O, 0.20 g). The reaction mixture was heated to reflux (80-82° C.) for 24 h. HPLC analysis indicated that 92% (area) hydrocodone was forme...